Dataset: the Open Reaction Database (ORD), a public repository of structured organic reaction records. Task: describe an organic reaction: reactants, conditions, products, and yield Starting materials: CC(=O)Oc1cccc(COc2cccc(C(N)=O)c2)c1, CCOCC, Cl, [K+], [K+], O=C([O-])[O-], O. Yields the product NC(=O)c1cccc(OCc2cccc(O)c2)c1. RXN SMILES: [C:7](=[O:8])([CH3:9])[O:10][c:11]1[cH:12][c:13]([CH2:17][O:18][c:19]2[cH:20][c:21]([C:25](=[O:26])[NH2:27])[cH:22][cH:23][cH:24]2)[cH:14][cH:15][cH:16]1.[CH3:29][CH2:30][O:31][CH2:32][CH3:33].[ClH:28].[K+:1].[K+:2].[O-:3][C:4]([O-:5])=[O:6].[OH2:34]>>[OH:10][c:11]1[cH:12][c:13]([CH2:17][O:18][c:19]2[cH:20][c:21]([C:25](=[O:26])[NH2:27])[cH:22][cH:23][cH:24]2)[cH:14][cH:15][cH:16]1. Reactants: CC(=O)OC(C)=O, CC(=O)O, Cc1cn(-c2c(Cl)cc(Br)cc2Br)c(N)c1C#N, O. The product is CC(=O)Nc1c(C#N)c(C)cn1-c1c(Cl)cc(Br)cc1Br. As a reaction SMILES: [CH3:19][C:20](=[O:21])[O:22][C:23](=[O:24])[CH3:25].[CH3:27][C:28](=[O:29])[OH:30].[NH2:1][c:2]1[n:3](-[c:10]2[c:11]([Br:18])[cH:12][c:13]([Br:17])[cH:14][c:15]2[Cl:16])[cH:4][c:5]([CH3:9])[c:6]1[C:7]#[N:8].[OH2:26]>>[NH:1]([c:2]1[n:3](-[c:10]2[c:11]([Br:18])[cH:12][c:13]([Br:17])[cH:14][c:15]2[Cl:16])[cH:4][c:5]([CH3:9])[c:6]1[C:7]#[N:8])[C:20]([CH3:19])=[O:21].